This data is from the Open Reaction Database (ORD), a public repository of structured organic reaction records. The task is: describe an organic reaction: reactants, conditions, products, and yield Starting materials: BrC=1C=CC=2C(C3=CC=CC=C3OC2C1)=C1CC2CCC(C1)N2C(C(F)(F)F)=O (1-[3-(3-Bromo-xanthen-9-ylidene)-8-aza-bicyclo[3.2.1 ]oct-8-yl]-2,2,2-trifluoro-ethanone), C(#N)[Cu] (CuCN), O (water). The solvent is CN(C)C=O (DMF). Yields the product FC(C(=O)N1C2CC(CC1CC2)=C2C1=CC=CC=C1OC=1C=C(C=CC21)C#N)(F)F (9-[8-(2,2,2-Trifluoro-acetyl)-8-aza-bicyclo[3.2.1 ]oct-3-ylidene]-9H-xanthene-3-carbonitrile). As a reaction SMILES: Br[C:2]1[CH:3]=[CH:4][C:5]2[C:6](=[C:16]3[CH2:22][CH:21]4[N:23]([C:24](=[O:29])[C:25]([F:28])([F:27])[F:26])[CH:18]([CH2:19][CH2:20]4)[CH2:17]3)[C:7]3[C:12]([O:13][C:14]=2[CH:15]=1)=[CH:11][CH:10]=[CH:9][CH:8]=3.[C:30]([Cu])#[N:31].O>CN(C=O)C>[F:27][C:25]([F:26])([F:28])[C:24]([N:23]1[CH:21]2[CH2:20][CH2:19][CH:18]1[CH2:17][C:16](=[C:6]1[C:5]3[CH:4]=[CH:3][C:2]([C:30]#[N:31])=[CH:15][C:14]=3[O:13][C:12]3[C:7]1=[CH:8][CH:9]=[CH:10][CH:11]=3)[CH2:22]2)=[O:29]. Procedure details: To a solution of Compound 5d (3 g, 6.46 mmol) in DMF (100 mL) was added CuCN (0.69 g, 7.70 mmol). The reaction mixture was refluxed for 2 d and then cooled to room temperature. The mixture was poured into water (100 mL), and extracted with EtOAc (3×100 mL). The combined organic layers were washed sequentially with H2O (100 mL), brine (100 mL), then dried (MgSO4) and concentrated. The crude product was purified by normal phase chromatography, using a gradient of ethyl acetate (0% to 10%) in hepta... Reactants: BrC1=C(C(=C(NC)C=C1)[N+](=O)[O-])F (4-bromo-3-fluoro-N-methyl-2-nitroaniline), C1(=CC=CC=C1)O (phenol). The product is BrC1=C(C(=C(NC)C=C1)[N+](=O)[O-])OC1=CC=CC=C1 (4-Bromo-N-methyl-2-nitro-3-phenoxyaniline). RXN SMILES: [Br:1][C:2]1[CH:9]=[CH:8][C:5]([NH:6][CH3:7])=[C:4]([N+:10]([O-:12])=[O:11])[C:3]=1F.[C:14]1([OH:20])[CH:19]=[CH:18][CH:17]=[CH:16][CH:15]=1>>[Br:1][C:2]1[CH:9]=[CH:8][C:5]([NH:6][CH3:7])=[C:4]([N+:10]([O-:12])=[O:11])[C:3]=1[O:20][C:14]1[CH:19]=[CH:18][CH:17]=[CH:16][CH:15]=1. Procedure: This compound was synthesized according to the procedure of Example 1, Step 1, using 4-bromo-3-fluoro-N-methyl-2-nitroaniline and phenol as the starting materials. LCMS calculated for C13H12BrN2O3 (M+H)+: m/z=323.0, 325.0. found: 322.9, 325.0. Starting materials: Cl.C(C)OC(CNC1CC2=CC=CC=C2CC1)=O (N-(1,2,3,4-tetrahydronaphthalen-2-yl)glycine ethyl ester hydrochloride), C(=O)(OCC1=CC=CC=C1)N[C@@H](C)C(=O)O (N-carbobenzoxy-L-alanine). Yields the product N[C@@H](C)C(=O)N(CC(=O)O)C1CC2=CC=CC=C2CC1 (L-alanyl-N-(1,2,3,4-tetrahydronaphthalen-2-yl)glycine). Isolated yield 54.2%. Reaction SMILES: Cl.C([O:4][C:5](=[O:18])[CH2:6][NH:7][CH:8]1[CH2:17][CH2:16][C:15]2[C:10](=[CH:11][CH:12]=[CH:13][CH:14]=2)[CH2:9]1)C.C([NH:29][C@H:30]([C:32](O)=[O:33])[CH3:31])(OCC1C=CC=CC=1)=O>>[NH2:29][C@H:30]([C:32]([N:7]([CH:8]1[CH2:17][CH2:16][C:15]2[C:10](=[CH:11][CH:12]=[CH:13][CH:14]=2)[CH2:9]1)[CH2:6][C:5]([OH:4])=[O:18])=[O:33])[CH3:31] |f:0.1|. Procedure details: By reacting 13.5 g of N-(1,2,3,4-tetrahydronaphthalen-2-yl)glycine ethyl ester hydrochloride with 11.6 g of N-carbobenzoxy-L-alanine and treating the reaction mixture as in Reference Example 4, there is obtained 7.5 g of L-alanyl-N-(1,2,3,4-tetrahydronaphthalen-2-yl)glycine as colorless amorphous powder. Reactants: C(Cl)Cl (CH2Cl2), [N+](=O)([O-])C1=CC=2CC3=CC=CC=C3C2C=C1 (2-nitrofluorene), COC1=C(C=O)C=CC=C1 (2-methoxybenzaldehyde), KF Al2O3. The solvent is CO (methanol). Run at temperature 72 celsius, time 6 hour. The product is COC1=C(C=C2C3=CC=CC=C3C=3C=CC(=CC23)[N+](=O)[O-])C=CC=C1 (9-(2-Methoxy-benzylidene)-2-nitro-9H-fluorene). As a reaction SMILES: [N+:1]([C:4]1[CH:16]=[CH:15][C:14]2[C:13]3[C:8](=[CH:9][CH:10]=[CH:11][CH:12]=3)[CH2:7][C:6]=2[CH:5]=1)([O-:3])=[O:2].[CH3:17][O:18][C:19]1[CH:26]=[CH:25][CH:24]=[CH:23][C:20]=1[CH:21]=O.C(Cl)Cl>CO>[CH3:17][O:18][C:19]1[CH:26]=[CH:25][CH:24]=[CH:23][C:20]=1[CH:21]=[C:7]1[C:6]2[CH:5]=[C:4]([N+:1]([O-:3])=[O:2])[CH:16]=[CH:15][C:14]=2[C:13]2[C:8]1=[CH:9][CH:10]=[CH:11][CH:12]=2. Procedure details: To a solution of 2-nitrofluorene (1.05 g, 5 mmol) and 2-methoxybenzaldehyde (0.816 g, 6 mmol) in 20 mL of methanol was added KF—Al2O3 (0.75 g, 4.5 mmol). The resulting mixture was stirred at 72° C. After 6 hrs, TLC indicated that the starting material was gone. 40 mL of CH2Cl2 was added into the reaction mixture. The insoluble solid was filtrated, and the filtrate was concentrated under vacuum to give a yellow solid, which was recrystallized from alcohol and CH2Cl2 to give 1.2 g of CYD-1-70 as a... Starting materials: [Br-], C1CCOC1, C[Mg+], O=Cc1ccc(-c2cccc(Cl)c2)o1. Yields the product CC(O)c1ccc(-c2cccc(Cl)c2)o1. RXN SMILES: [Br-:15].[CH2:18]1[O:19][CH2:20][CH2:21][CH2:22]1.[CH3:16][Mg+:17].[Cl:1][c:2]1[cH:3][c:4](-[c:8]2[cH:9][cH:10][c:11]([CH:13]=[O:14])[o:12]2)[cH:5][cH:6][cH:7]1>>[Cl:1][c:2]1[cH:3][c:4](-[c:8]2[cH:9][cH:10][c:11]([CH:13]([OH:14])[CH3:16])[o:12]2)[cH:5][cH:6][cH:7]1. Reactants: ClN1C(N(C(C1(C)C)=O)Cl)=O (1,3-dichloro-5,5-dimethylimidazolidine-2,4-dione), S(O)(O)(=O)=O (sulfuric acid), COC1=CC=C(C=C1)NC1=CC(=NC(=C1F)C1=CC=C(C=C1)Cl)C(=O)OC (methyl 4-(4-methoxyphenylamino)-5-fluoro-6-(4-chlorophenyl)picolinate), C(Cl)Cl (methylene chloride). Solvent: C(C)#N.O (acetonitrile water). Yields the product NC1=C(C(=NC(=C1F)C1=CC=C(C=C1)Cl)C(=O)OC)Cl (methyl 4-amino-5-fluoro-3-chloro-6-(4-chlorophenyl)picolinate). As a reaction SMILES: COC1C=CC([NH:9][C:10]2[C:15]([F:16])=[C:14]([C:17]3[CH:22]=[CH:21][C:20]([Cl:23])=[CH:19][CH:18]=3)[N:13]=[C:12]([C:24]([O:26][CH3:27])=[O:25])[CH:11]=2)=CC=1.[Cl:28]N1C(C)(C)C(=O)N(Cl)C1=O.S(=O)(=O)(O)O.C(Cl)Cl>C(#N)C.O>[NH2:9][C:10]1[C:15]([F:16])=[C:14]([C:17]2[CH:22]=[CH:21][C:20]([Cl:23])=[CH:19][CH:18]=2)[N:13]=[C:12]([C:24]([O:26][CH3:27])=[O:25])[C:11]=1[Cl:28] |f:4.5|. Reported procedure: In a typical reaction accomplishing both chlorination and deprotection, methyl 4-(4-methoxyphenylamino)-5-fluoro-6-(4-chlorophenyl)picolinate is reacted with about two equivalents of 1,3-dichloro-5,5-dimethylimidazolidine-2,4-dione in the presence of a 1 M (molar) solution of sulfuric acid in a mixture of acetonitrile/water. The mixture is heated at reflux until the reaction is complete. The mixture is added to methylene chloride and the organic layer is separated, washed with brine and dried. T... The reactants are [Br-], CC[Mg+], CC1(C)CCOc2ccc(C#Cc3ccc(C=O)cn3)cc21. Product: CCC(O)c1ccc(C#Cc2ccc3c(c2)C(C)(C)CCO3)nc1. RXN SMILES: [Br-:1].[CH2:2]([CH3:3])[Mg+:4].[CH3:5][C:6]1([CH3:26])[CH2:7][CH2:8][O:9][c:10]2[cH:11][cH:12][c:13]([C:16]#[C:17][c:18]3[n:19][cH:20][c:21]([CH:24]=[O:25])[cH:22][cH:23]3)[cH:14][c:15]21>>[CH2:2]([CH3:3])[CH:24]([c:21]1[cH:20][n:19][c:18]([C:17]#[C:16][c:13]2[cH:12][cH:11][c:10]3[c:15]([cH:14]2)[C:6]([CH3:5])([CH3:26])[CH2:7][CH2:8][O:9]3)[cH:23][cH:22]1)[OH:25].